From a dataset of the Open Reaction Database (ORD), a public repository of structured organic reaction records. describe an organic reaction: reactants, conditions, products, and yield RXN SMILES: [C:10](=[O:11])([O-:12])[O-:13].[CH3:25][S:26]([CH3:27])=[O:28].[Cl:17][CH2:18][CH2:19][N:20]1[CH2:21][CH2:22][CH2:23][CH2:24]1.[ClH:16].[Cs+:14].[Cs+:15].[OH:1][c:2]1[cH:3][c:4]([CH:5]=[O:6])[cH:7][cH:8][cH:9]1>>[O:1]([c:2]1[cH:3][c:4]([CH:5]=[O:6])[cH:7][cH:8][cH:9]1)[CH2:18][CH2:19][N:20]1[CH2:21][CH2:22][CH2:23][CH2:24]1. The product is O=Cc1cccc(OCCN2CCCC2)c1. Starting materials: O=C([O-])[O-], CS(C)=O, ClCCN1CCCC1, Cl, [Cs+], [Cs+], O=Cc1cccc(O)c1. The reactants are C(C)OC(=O)C1CN(CC1C1=CC=C(C=C1)NC(CC1=CC(=C(C=C1)NC(=O)NC1=C(C=CC=C1)C)OC)=O)C(C)=O (1-acetyl-4-(4-{2-[3-methoxy-4-(3-o-tolyl-ureido)-phenyl]-acetylamino}-phenyl)-pyrrolidine-3-carboxylic acid ethyl ester), [OH-].[Na+] (sodium hydroxide). Run in C(C)O (ethanol). Conditions: temperature 23 celsius, time 15 hour. Product: C(C)(=O)N1CC(C(C1)C1=CC=C(C=C1)NC(CC1=CC(=C(C=C1)NC(=O)NC1=C(C=CC=C1)C)OC)=O)C(=O)O (1-Acetyl-4-(4-{2-[3-methoxy-4-(3-o-tolyl-ureido)-phenyl]-acetylamino}-phenyl)-pyrrolidine-3-carboxylic Acid). RXN SMILES: C([O:3][C:4]([CH:6]1[CH:10]([C:11]2[CH:16]=[CH:15][C:14]([NH:17][C:18](=[O:39])[CH2:19][C:20]3[CH:25]=[CH:24][C:23]([NH:26][C:27]([NH:29][C:30]4[CH:35]=[CH:34][CH:33]=[CH:32][C:31]=4[CH3:36])=[O:28])=[C:22]([O:37][CH3:38])[CH:21]=3)=[CH:13][CH:12]=2)[CH2:9][N:8]([C:40](=[O:42])[CH3:41])[CH2:7]1)=[O:5])C.[OH-].[Na+]>C(O)C>[C:40]([N:8]1[CH2:9][CH:10]([C:11]2[CH:16]=[CH:15][C:14]([NH:17][C:18](=[O:39])[CH2:19][C:20]3[CH:25]=[CH:24][C:23]([NH:26][C:27]([NH:29][C:30]4[CH:35]=[CH:34][CH:33]=[CH:32][C:31]=4[CH3:36])=[O:28])=[C:22]([O:37][CH3:38])[CH:21]=3)=[CH:13][CH:12]=2)[CH:6]([C:4]([OH:5])=[O:3])[CH2:7]1)(=[O:42])[CH3:41] |f:1.2|. Reported procedure: A solution of 1-acetyl-4-(4-{2-[3-methoxy-4-(3-o-tolyl-ureido)-phenyl]-acetylamino}-phenyl)-pyrrolidine-3-carboxylic acid ethyl ester (1.62 g, Reference Example 1) in anhydrous ethanol (60 ml) was treated dropwise with sodium hydroxide solution (48 ml, 0.1 M). After stirring for 15 hours at 23° C. the mixture was evaporated (40° C. and 2.7 kPa). The residue was diluted with distilled water (200 ml), then cooled to 5° C. and then the pH of the mixture was adjusted to 2 by dropwise addition of hyd... Starting materials: CCCc1c(OCc2cccc(NC(=O)c3cccc(C(=O)OC)c3)c2)ccc(C(C)=O)c1O, CCO, Cl, [Li+], C1CCOC1, [OH-], O. The product is CCCc1c(OCc2cccc(NC(=O)c3cccc(C(=O)O)c3)c2)ccc(C(C)=O)c1O. As a reaction SMILES: [CH3:3][O:4][C:5]([c:6]1[cH:7][c:8]([C:9](=[O:10])[NH:11][c:12]2[cH:13][c:14]([CH2:18][O:19][c:20]3[c:21]([CH2:30][CH2:31][CH3:32])[c:22]([OH:29])[c:23]([C:26]([CH3:27])=[O:28])[cH:24][cH:25]3)[cH:15][cH:16][cH:17]2)[cH:33][cH:34][cH:35]1)=[O:36].[CH3:43][CH2:44][OH:45].[ClH:37].[Li+:1].[O:38]1[CH2:39][CH2:40][CH2:41][CH2:42]1.[OH-:2].[OH2:46]>>[O:4]=[C:5]([c:6]1[cH:7][c:8]([C:9](=[O:10])[NH:11][c:12]2[cH:13][c:14]([CH2:18][O:19][c:20]3[c:21]([CH2:30][CH2:31][CH3:32])[c:22]([OH:29])[c:23]([C:26]([CH3:27])=[O:28])[cH:24][cH:25]3)[cH:15][cH:16][cH:17]2)[cH:33][cH:34][cH:35]1)[OH:36]. Reactants: COc1ccc(C2=NC(C)(C)CO2)c(OC)c1OC, COc1cccc(CCBr)c1, [Mg], C1CCOC1, O. Product: COc1cccc(CCc2c(C3=NC(C)(C)CO3)ccc(OC)c2OC)c1. Reaction SMILES: [CH3:13][C:14]1([CH3:31])[N:15]=[C:16]([c:19]2[c:20]([O:29][CH3:30])[c:21]([O:27][CH3:28])[c:22]([O:25][CH3:26])[cH:23][cH:24]2)[O:17][CH2:18]1.[CH3:1][O:2][c:3]1[cH:4][c:5]([CH2:9][CH2:10][Br:11])[cH:6][cH:7][cH:8]1.[Mg:12].[O:33]1[CH2:34][CH2:35][CH2:36][CH2:37]1.[OH2:32]>>[CH3:1][O:2][c:3]1[cH:4][c:5]([CH2:9][CH2:10][c:20]2[c:19]([C:16]3=[N:15][C:14]([CH3:13])([CH3:31])[CH2:18][O:17]3)[cH:24][cH:23][c:22]([O:25][CH3:26])[c:21]2[O:27][CH3:28])[cH:6][cH:7][cH:8]1. The reactants are C1(=CC=CC=2C(=CC=CC12)S(=O)(=O)[O-])S(=O)(=O)[O-].[Na+].[Na+] (disodium naphthalene-1,5-disulfonate), ( 8 ), ( 9 ), solution, [OH-].[Na+] (sodium hydroxide). Run at time 10 hour. The product is solution, C1(=CC=CC=2C(=CC=CC12)S(=O)(=O)O)S(=O)(=O)[O-].[Na+] (monosodium naphthalene-1,5-disulfonate), [Na][Na] (disodium). As a reaction SMILES: [C:1]1([S:15]([O-:18])(=[O:17])=[O:16])[C:10]2[CH:9]=[CH:8][CH:7]=[C:6]([S:11]([O-:14])(=[O:13])=[O:12])[C:5]=2[CH:4]=[CH:3][CH:2]=1.[Na+:19].[Na+:20].[OH-].[Na+]>>[C:1]1([S:15]([O-:18])(=[O:17])=[O:16])[C:10]2[CH:9]=[CH:8][CH:7]=[C:6]([S:11]([OH:14])(=[O:13])=[O:12])[C:5]=2[CH:4]=[CH:3][CH:2]=1.[Na+:19].[Na:19][Na:20] |f:0.1.2,3.4,5.6|. Procedure: The bipolar membrane prepared in this manner was used for the electrodialysis as described in Example 2, the apparatus being shown in FIG. 2. Electrodialysis was carried out for 10 hours at room temperature and at a current density of 2.9 A/cm2. 200 parts of an aqueous 0.25 molar solution of disodium naphthalene-1,5-disulfonate were used in compartment (9), and 100 parts of 0.5% strength sodium hydroxide solution were employed in compartment (8). 1937 parts of a 0.24 molar solution of monosodium... Starting materials: O=C(Br)CBr, O=Cc1ccccc1O, ClCCl, c1ccncc1. Yields the product O=Cc1ccccc1OC(=O)CBr. Reaction SMILES: [Br:16][CH2:17][C:18](=[O:19])[Br:20].[CH:1](=[O:2])[c:3]1[cH:4][cH:5][cH:6][cH:7][c:8]1[OH:9].[Cl:21][CH2:22][Cl:23].[cH:10]1[cH:11][cH:12][n:13][cH:14][cH:15]1>>[CH:1](=[O:2])[c:3]1[cH:4][cH:5][cH:6][cH:7][c:8]1[O:9][C:18]([CH2:17][Br:16])=[O:19]. Reactants: O=C([O-])[O-], CC#N, COc1cc(CCN2CCN(c3ccccn3)CC2)ccc1O, CN(C)C(=O)Cl, CCOC(C)=O, ClCCl, [Cs+], [Cs+]. Product: COc1cc(CCN2CCN(c3ccccn3)CC2)ccc1OC(=O)N(C)C, Cl. Reaction SMILES: [C:24](=[O:25])([O-:26])[O-:27].[C:39](#[N:40])[CH3:41].[CH3:1][O:2][c:3]1[c:4]([OH:23])[cH:5][cH:6][c:7]([CH2:9][CH2:10][N:11]2[CH2:12][CH2:13][N:14]([c:17]3[n:18][cH:19][cH:20][cH:21][cH:22]3)[CH2:15][CH2:16]2)[cH:8]1.[CH3:30][N:31]([C:32](=[O:33])[Cl:34])[CH3:35].[CH3:42][CH2:43][O:44][C:45](=[O:46])[CH3:47].[Cl:36][CH2:37][Cl:38].[Cs+:28].[Cs+:29]>>[CH3:1][O:2][c:3]1[c:4]([O:23][C:32]([N:31]([CH3:30])[CH3:35])=[O:33])[cH:5][cH:6][c:7]([CH2:9][CH2:10][N:11]2[CH2:12][CH2:13][N:14]([c:17]3[n:18][cH:19][cH:20][cH:21][cH:22]3)[CH2:15][CH2:16]2)[cH:8]1.[ClH:34]. Starting materials: COC(=O)C(Cc1ccccc1)Oc1ccc2cc(-c3cnc(Cc4ccccc4)o3)ccc2c1, C1CCOC1, CO, Cl, [Na+], [OH-], O. Yields the product O=C(O)C(Cc1ccccc1)Oc1ccc2cc(-c3cnc(Cc4ccccc4)o3)ccc2c1. As a reaction SMILES: [CH2:1]([c:2]1[cH:3][cH:4][cH:5][cH:6][cH:7]1)[c:8]1[o:9][c:10](-[c:13]2[cH:14][c:15]3[cH:16][cH:17][c:18]([O:23][CH:24]([C:25](=[O:26])[O:27][CH3:28])[CH2:29][c:30]4[cH:31][cH:32][cH:33][cH:34][cH:35]4)[cH:19][c:20]3[cH:21][cH:22]2)[cH:11][n:12]1.[CH2:39]1[O:40][CH2:41][CH2:42][CH2:43]1.[CH3:44][OH:45].[ClH:38].[Na+:37].[OH-:36].[OH2:46]>>[CH2:1]([c:2]1[cH:3][cH:4][cH:5][cH:6][cH:7]1)[c:8]1[o:9][c:10](-[c:13]2[cH:14][c:15]3[cH:16][cH:17][c:18]([O:23][CH:24]([C:25](=[O:26])[OH:27])[CH2:29][c:30]4[cH:31][cH:32][cH:33][cH:34][cH:35]4)[cH:19][c:20]3[cH:21][cH:22]2)[cH:11][n:12]1. Reactants: O=C1C(CC2=CC(=C(C(=C12)Cl)Cl)OCC(=O)OC(C)(C)C)(C1=CC=CC=C1)C (tert-butyl (1-oxo-2-methyl-2-phenyl-6,7-dichloro-5-indanyloxy)acetate), C1CCCCC1 (cyclohexane). The reagents and catalysts are CS(=O)(=O)O (methanesulfonic acid). The solvent is C1=CC=CC=C1 (benzene). Product: O=C1C(CC2=CC(=C(C(=C12)Cl)Cl)OCC(=O)O)(C1=CC=CC=C1)C ((1-oxo-2-methyl-2-phenyl-6,7-dichloro-5-indanyloxy)acetic acid). As a reaction SMILES: [O:1]=[C:2]1[C:10]2[C:5](=[CH:6][C:7]([O:13][CH2:14][C:15]([O:17]C(C)(C)C)=[O:16])=[C:8]([Cl:12])[C:9]=2[Cl:11])[CH2:4][C:3]1([CH3:28])[C:22]1[CH:27]=[CH:26][CH:25]=[CH:24][CH:23]=1.C1CCCCC1>C1C=CC=CC=1.CS(O)(=O)=O>[O:1]=[C:2]1[C:10]2[C:5](=[CH:6][C:7]([O:13][CH2:14][C:15]([OH:17])=[O:16])=[C:8]([Cl:12])[C:9]=2[Cl:11])[CH2:4][C:3]1([CH3:28])[C:22]1[CH:27]=[CH:26][CH:25]=[CH:24][CH:23]=1. Procedure: A solution of tert-butyl (1-oxo-2-methyl-2-phenyl-6,7-dichloro-5-indanyloxy)acetate (1.0 g., 0.00237 mole) in benzene (25 ml.) is treated with methanesulfonic acid (2 drops) and refluxed for 1/2 hour. The reaction mixture is treated with cyclohexane (20 ml.) and cooled affording (1-oxo-2-methyl-2-phenyl-6,7-dichloro-5-indanyloxy)acetic acid which is filtered and dried.